Dataset: the Open Reaction Database (ORD), a public repository of structured organic reaction records. Task: describe an organic reaction: reactants, conditions, products, and yield Reactants: BrC1=CC=NC2=CC(=CC=C12)Cl (4-bromo-7-chloroquinoline), C=CC1=CC=CC=C1 (styrene). Reagents/catalysts: C(C)(=O)[O-].[Pd+2].C(C)(=O)[O-] (palladium acetate), C1(=C(C=CC=C1)P(C1=C(C=CC=C1)C)C1=C(C=CC=C1)C)C (tri(o-tolyl) phosphine). Solvent: C(C)N(CC)CC (triethylamine). Conditions: temperature 120 celsius. Product: C1(=CC=CC=C1)C=CC1=CC=NC2=CC(=CC=C12)Cl (4-(2-Phenylethenyl)-7-chloroquinoline). Isolated yield 50.8%. As a reaction SMILES: Br[C:2]1[C:11]2[C:6](=[CH:7][C:8]([Cl:12])=[CH:9][CH:10]=2)[N:5]=[CH:4][CH:3]=1.[CH2:13]=[CH:14][C:15]1[CH:20]=[CH:19][CH:18]=[CH:17][CH:16]=1>C([O-])(=O)C.[Pd+2].C([O-])(=O)C.C1(C)C=CC=CC=1P(C1C=CC=CC=1C)C1C=CC=CC=1C.C(N(CC)CC)C>[C:15]1([CH:14]=[CH:13][C:2]2[C:11]3[C:6](=[CH:7][C:8]([Cl:12])=[CH:9][CH:10]=3)[N:5]=[CH:4][CH:3]=2)[CH:20]=[CH:19][CH:18]=[CH:17][CH:16]=1 |f:2.3.4|. Procedure details: A mixture of 4-bromo-7-chloroquinoline (24.3 g, 0.1 mol), styrene (12.0 g, 0.125 mol), tri(o-tolyl) phosphine (0.4 g, 1.3 mmol), palladium acetate (0.2 g, 0.89 mol) and triethylamine (120 mls) was charged into a 300 ml stirred pressure vessel and heated at 120° C. for 17 hours. The mixture was cooled, filtered to remove triethylamine hydrobromide, and the solids washed with ethyl acetate (250 ml). Solvents were evaporated under reduced pressure and the residue dissolved in ethyl acetate (500 ml)...